Dataset: the Open Reaction Database (ORD), a public repository of structured organic reaction records. Task: describe an organic reaction: reactants, conditions, products, and yield Starting materials: BrC1=CC=2C(C3=CC=CC=C3SC2C=C1)=C1CCC2CCCCN2C1 (3-(2-bromothioxanthen-9-ylidene)quinolizidine), [C-]#N.[Na+] (sodium cyanide), [C-]#N.[Na+] (sodium cyanide), cuprous cyanide, cupric sulfate. The solvent is CN(C=O)C (dimethylformamide). Product: C(#N)C1=CC=2C(C3=CC=CC=C3SC2C=C1)=C1CCC2CCCCN2C1 (3-(2-cyanothioxanthen-9-ylidene)quinolizidine). As a reaction SMILES: Br[C:2]1[CH:15]=[CH:14][C:13]2[S:12][C:11]3[C:6](=[CH:7][CH:8]=[CH:9][CH:10]=3)[C:5](=[C:16]3[CH2:25][N:24]4[CH:19]([CH2:20][CH2:21][CH2:22][CH2:23]4)[CH2:18][CH2:17]3)[C:4]=2[CH:3]=1.[C-:26]#[N:27].[Na+]>CN(C)C=O>[C:26]([C:2]1[CH:15]=[CH:14][C:13]2[S:12][C:11]3[C:6](=[CH:7][CH:8]=[CH:9][CH:10]=3)[C:5](=[C:16]3[CH2:25][N:24]4[CH:19]([CH2:20][CH2:21][CH2:22][CH2:23]4)[CH2:18][CH2:17]3)[C:4]=2[CH:3]=1)#[N:27] |f:1.2|. Procedure: A stirred mixture of 3.96 g. (0.01 mole) of 3-(2-bromothioxanthen-9-ylidene)quinolizidine, 2.70 g. (0.015 mole) of cuprous cyanide, 50 mg. of cupric sulfate, 50 mg. of sodium cyanide in 40 ml. of dimethylformamide is heated at reflux temperature for eighteen hours. The cooled reaction mixture is then poured into 200 ml. of 1 M sodium cyanide. The resulting mixture is extracted with ether. After being washed with an aqueous solution of sodium cyanide and water, the ether solution is dried over ma... The reactants are Cl.C(C)N=C=NCCCN(C)C (1-Ethyl-3-(3-dimethylaminopropyl)carbodiimide hydrochloride), C1(CCCCC1)[NH2+]C1CCCCC1.C(=O)(OC(C)(C)C)N[C@@H](CCC)C(=O)[O-] (N-Boc-L-norvaline dicyclohexylammonium salt), Cl.CNOC (N,O-dimethylhydroxylamine hydrochloride), O.ON1N=NC2=C1C=CC=C2 (1-hydroxybenzotriazole monohydrate), CN1CCOCC1 (N-methylmorpholine). Yields the product CN(C([C@@H](NC(=O)OC(C)(C)C)CCC)=O)OC (Boc-L-norvaline N,O-Dimethylhydroxylamide). Procedure details: 1-Ethyl-3-(3-dimethylaminopropyl)carbodiimide hydrochloride (443 mg) in one portion was added to a mixture of N-Boc-L-norvaline dicyclohexylammonium salt (838 mg), N,O-dimethylhydroxylamine hydrochloride (215 mg), 1-hydroxybenzotriazole monohydrate (340 mg), and N-methylmorpholine (0.28 ml) in dimethyl formamide (DMF, 20 ml) at 0° C. The mixture was stirred at 0° C. for 2 hours, then at room temperature for 40 hours. The reaction was quenched with water (80 mL) and the mixture was extracted with... Reaction SMILES: Cl.C(N=C=NCCCN(C)C)C.C1([NH2+]C2CCCCC2)CCCCC1.[C:26]([NH:33][C@H:34]([C:38]([O-:40])=O)[CH2:35][CH2:36][CH3:37])([O:28][C:29]([CH3:32])([CH3:31])[CH3:30])=[O:27].Cl.[CH3:42][NH:43][O:44][CH3:45].O.ON1C2C=CC=CC=2N=N1.CN1CCOCC1>CN(C)C=O>[CH3:42][N:43]([O:44][CH3:45])[C:38](=[O:40])[C@H:34]([CH2:35][CH2:36][CH3:37])[NH:33][C:26]([O:28][C:29]([CH3:30])([CH3:31])[CH3:32])=[O:27] |f:0.1,2.3,4.5,6.7|. Run at temperature 0 celsius, time 2 hour. The solvent is CN(C=O)C (dimethyl formamide). Isolated yield 99.8%. Yields the product C=CCC1CC(c2cccc(Cl)c2)C(c2ccc(Cl)cc2)N(C(CC)COCC(=O)OCC)C1=O. Reaction SMILES: [CH2:1]([CH:2]=[CH2:3])[CH:4]1[C:5](=[O:32])[N:6]([CH:24]([C:25](=[O:26])[O:27][CH2:28][CH3:29])[CH2:30][CH3:31])[CH:7]([c:17]2[cH:18][cH:19][c:20]([Cl:23])[cH:21][cH:22]2)[CH:8]([c:10]2[cH:11][c:12]([Cl:16])[cH:13][cH:14][cH:15]2)[CH2:9]1.[Cl:41][CH2:42][Cl:43].[N+:33](=[N-:34])=[CH:35][C:36](=[O:37])[O:38][CH2:39][CH3:40]>>[CH2:1]([CH:2]=[CH2:3])[CH:4]1[C:5](=[O:32])[N:6]([CH:24]([CH2:25][O:26][CH2:35][C:36](=[O:37])[O:38][CH2:39][CH3:40])[CH2:30][CH3:31])[CH:7]([c:17]2[cH:18][cH:19][c:20]([Cl:23])[cH:21][cH:22]2)[CH:8]([c:10]2[cH:11][c:12]([Cl:16])[cH:13][cH:14][cH:15]2)[CH2:9]1. The reactants are C=CCC1CC(c2cccc(Cl)c2)C(c2ccc(Cl)cc2)N(C(CC)C(=O)OCC)C1=O, ClCCl, CCOC(=O)C=[N+]=[N-].